This data is from the Open Reaction Database (ORD), a public repository of structured organic reaction records. The task is: describe an organic reaction: reactants, conditions, products, and yield Reactants: ClC1=NC=CC=C1S(=O)(=O)Cl (2-chloropyridine-3-sulfonyl chloride), COC=1C=CC(=NC1OC)N (5,6-dimethoxypyridin-2-amine), N1=CC=CC=C1 (pyridine). Solvent: C(Cl)Cl (DCM). The product is ClC1=NC=CC=C1S(=O)(=O)NC1=NC(=C(C=C1)OC)OC (2-Chloro-N-(5,6-dimethoxypyridin-2-yl)pyridine-3-sulfonamide). Isolated yield 66.4%. Reaction SMILES: [Cl:1][C:2]1[C:7]([S:8](Cl)(=[O:10])=[O:9])=[CH:6][CH:5]=[CH:4][N:3]=1.[CH3:12][O:13][C:14]1[CH:15]=[CH:16][C:17]([NH2:22])=[N:18][C:19]=1[O:20][CH3:21].N1C=CC=CC=1>C(Cl)Cl>[Cl:1][C:2]1[C:7]([S:8]([NH:22][C:17]2[CH:16]=[CH:15][C:14]([O:13][CH3:12])=[C:19]([O:20][CH3:21])[N:18]=2)(=[O:10])=[O:9])=[CH:6][CH:5]=[CH:4][N:3]=1. Procedure details: The title compound (549 mg, 1.66 mmol) was prepared from 2-chloropyridine-3-sulfonyl chloride (530 mg, 2.5 mmol), 5,6-dimethoxypyridin-2-amine (424 mg, 2.8 mmol) and pyridine (0.6 mL, 7.5 mmol) in DCM (10 mL) using the methods of (IntC1). The reactants are Cl (hydrochloric acid), C(#N)C=1C=CC=2SC3=CC=CC=C3S(C2C1)(=O)=O (3-Cyanothianthrene-5,5-dioxide), [N-]=[N+]=[N-].[Na+] (sodium azide), [Cl-].[NH4+] (ammonium chloride). Solvent: CN(C=O)C (dimethylformamide). Product: N1N=NN=C1C=1C=CC=2SC3=CC=CC=C3S(C2C1)(=O)=O (3-(5-Tetrazolyl)thianthrene-5,5-dioxide). Reaction SMILES: [C:1]([C:3]1[CH:4]=[CH:5][C:6]2[S:7][C:8]3[C:13]([S:14](=[O:18])(=[O:17])[C:15]=2[CH:16]=1)=[CH:12][CH:11]=[CH:10][CH:9]=3)#[N:2].[N-:19]=[N+:20]=[N-:21].[Na+].[Cl-].[NH4+].Cl>CN(C)C=O>[NH:19]1[C:1]([C:3]2[CH:4]=[CH:5][C:6]3[S:7][C:8]4[C:13]([S:14](=[O:18])(=[O:17])[C:15]=3[CH:16]=2)=[CH:12][CH:11]=[CH:10][CH:9]=4)=[N:2][N:21]=[N:20]1 |f:1.2,3.4|. Procedure: 3-Cyanothianthrene-5,5-dioxide (0.55 g), sodium azide (0.36 g), ammonium chloride (0.30 g) and dimethylformamide (15 ml) were heated together at 130°-135° C. for 3 hr. The mixture was cooled, poured into dilute hydrochloric acid, and the oily precipitated product extracted into chloroform and washed with water. On standing, 3-(5-tetrazolyl)thianthrene-5,5-dioxide crystallised out, m.p. 233° C. (decomposition). Starting materials: ClC=1C=C2C=C(NC2=CC1)C(=O)O (5-chloro-1H-indole-2-carboxylic acid), solution, Cl.CN(CCCN=C=NCC)C (1-(3-dimethylaminopropyl)-3-ethylcarbodiimide hydrochloride), solution, ON1N=NC2=C1C=CC=C2 (1-hydroxybenzotriazole), solution, solution, COC(CNC(C(CC1=CC=CC=C1)N)=O)=O ((2-amino-3-phenyl-propionylamino)-acetic acid methyl ester). Solvent: C(C)#N (acetonitrile), C(C)#N (acetonitrile), C(C)#N (acetonitrile), C(C)#N (acetonitrile). Run at temperature 80 celsius, time 8 hour. Product: COC(CNC(C(CC1=CC=CC=C1)NC(=O)C=1NC2=CC=C(C=C2C1)Cl)=O)=O ({2-[(5-Chloro-1H-indole-2-carbonyl)-amino]-3-phenyl-propionylamino}-acetic acid methyl ester). RXN SMILES: [Cl:1][C:2]1[CH:3]=[C:4]2[C:8](=[CH:9][CH:10]=1)[NH:7][C:6]([C:11]([OH:13])=O)=[CH:5]2.Cl.CN(C)CCCN=C=NCC.ON1C2C=CC=CC=2N=N1.[CH3:36][O:37][C:38](=[O:52])[CH2:39][NH:40][C:41](=[O:51])[CH:42]([NH2:50])[CH2:43][C:44]1[CH:49]=[CH:48][CH:47]=[CH:46][CH:45]=1>C(#N)C>[CH3:36][O:37][C:38](=[O:52])[CH2:39][NH:40][C:41](=[O:51])[CH:42]([NH:50][C:11]([C:6]1[NH:7][C:8]2[C:4]([CH:5]=1)=[CH:3][C:2]([Cl:1])=[CH:10][CH:9]=2)=[O:13])[CH2:43][C:44]1[CH:49]=[CH:48][CH:47]=[CH:46][CH:45]=1 |f:1.2|. Procedure details: To 5.0 mmol of 5-chloro-1H-indole-2-carboxylic acid (50 mL of a 0.1 M solution in acetonitrile) was added 1-(3-dimethylaminopropyl)-3-ethylcarbodiimide hydrochloride (50 mL of a 0.10 M solution in acetonitrile, 5.0 mmol), 1-hydroxybenzotriazole (50 mL of a 0.10 M solution in acetonitrile, 5.0 mmol), followed by (2-amino-3-phenyl-propionylamino)-acetic acid methyl ester (50 mL of a 0.10 M solution in acetonitrile, 5.0 mmol). The reaction was agitated overnight at 80° C. and then concentrated to d... Reactants: O=C(N(CC=1C=CC=CC1)CC=2C=CC=CC2)CCCCC. Reagents/catalysts: N=1C(=CC=CC1C)C, O=C(NCC1=NC=CC=C1)NC2CCCCC2, O1B(OC(C)(C)C1(C)C)B2OC(C)(C)C(O2)(C)C, O1C=2C=CC=3C=CC=CC3C2C4=C(OP1OC=5C=CC=6C=CC=CC6C5C7=C(O[Si](C(C)C)(C(C)C)C(C)C)C=CC=8C=CC=CC87)C=CC=9C=CC=CC94, C[OH2+].C[OH2+].C1CC=CCCC=C1.C1CC=CCCC=C1.[Ir].[Ir]. The solvent is C=1C=CC(=CC1)C, O(C)C1CCCC1. Run at temperature 25 celsius, time 48 hour. Yields the product O=C(N(CC=1C=CC=CC1)CC=2C=CC=CC2)CC(B3OC(C)(C)C(O3)(C)C)CCC. Isolated yield 14.0%. Reactants: COC(CCNC(C1=CC=C(C=C1)C(CC(C)C)NC=1C=NC2=C(C=CC=C2C1)C)=O)=O (3-{4-[3-Methyl-1-(8-methyl-quinolin-3-ylamino)-butyl]-benzoylamino}-propionic acid methyl ester), [OH-].[Na+] (NaOH), C1CCOC1.CO (THF MeOH). Run at time 1 hour. Product: CC(CC(NC=1C=NC2=CC(=CC=C2C1)C)C1=CC=C(C(=O)NCCC(=O)O)C=C1)C (3-{4-[3-Methyl-1-(7-methyl-quinolin-3-ylamino)-butyl]-benzoylamino}-propionic acid). Yield: 78.0%. RXN SMILES: C[O:2][C:3](=[O:32])[CH2:4][CH2:5][NH:6][C:7](=[O:31])[C:8]1[CH:13]=[CH:12][C:11]([CH:14]([NH:19][C:20]2[CH:21]=[N:22][C:23]3[C:28]([CH:29]=2)=[CH:27][CH:26]=[CH:25][C:24]=3C)[CH2:15][CH:16]([CH3:18])[CH3:17])=[CH:10][CH:9]=1.[OH-].[Na+].[CH2:35]1COCC1.CO>>[CH3:17][CH:16]([CH3:18])[CH2:15][CH:14]([C:11]1[CH:12]=[CH:13][C:8]([C:7]([NH:6][CH2:5][CH2:4][C:3]([OH:2])=[O:32])=[O:31])=[CH:9][CH:10]=1)[NH:19][C:20]1[CH:21]=[N:22][C:23]2[C:28]([CH:29]=1)=[CH:27][CH:26]=[C:25]([CH3:35])[CH:24]=2 |f:1.2,3.4|. Procedure details: To a mixture of 3-{4-[3-Methyl-1-(8-methyl-quinolin-3-ylamino)-butyl]-benzoylamino}-propionic acid methyl ester (12) (49 mg, 0.11 mM) in 1:1 mixture of THF/MeOH (1 mL) was added 1N NaOH solution (0.283 mL, 0.283 mM). The reaction mixture was stirred at RT for 1 h. The reaction mixture was concentrated to remove organic solvent. The aqueous solution was diluted with DCM (5 mL), acidified by 1N HCl solution to pH=3-4. The organic solution was separated and the aqueous solution was extracted with 1... RXN SMILES: [CH2:1]([CH3:2])[O:3][C:4](=[O:5])[c:6]1[c:7]([NH:16][c:17]2[c:18]([F:27])[cH:19][c:20]([Si:23]([CH3:24])([CH3:25])[CH3:26])[cH:21][cH:22]2)[c:8]2[cH:9][n:10][cH:11][cH:12][c:13]2[n:14]1[CH3:15].[Cl:30][CH2:31][Cl:32].[I:28][Cl:29]>>[CH2:1]([CH3:2])[O:3][C:4](=[O:5])[c:6]1[c:7]([NH:16][c:17]2[c:18]([F:27])[cH:19][c:20]([I:28])[cH:21][cH:22]2)[c:8]2[cH:9][n:10][cH:11][cH:12][c:13]2[n:14]1[CH3:15]. Starting materials: CCOC(=O)c1c(Nc2ccc([Si](C)(C)C)cc2F)c2cnccc2n1C, ClCCl, ClI. The product is CCOC(=O)c1c(Nc2ccc(I)cc2F)c2cnccc2n1C. Starting materials: polyphosphoric acid, FC(OC1=CC=C(OC2=CC=C(C=C2)CC(C)=O)C=C1)(F)F (4-(4-trifluoromethoxyphenoxy) phenylpropan-2-one), O (water). The solvent is C(C)(=O)OC(C)=O (acetic anhydride), C(C)(=O)OC(C)=O (acetic anhydride). Run at time 30 minute. Yields the product FC(OC1=CC=C(OC2=CC=C(C=C2)C2=C(OC(=CC2=O)C)C)C=C1)(F)F (3-(4-(4-trifluoromethoxyphenoxy)phenyl)-2,6-dimethylpyran-4-one). Reaction SMILES: [F:1][C:2]([F:22])([F:21])[O:3][C:4]1[CH:20]=[CH:19][C:7]([O:8][C:9]2[CH:14]=[CH:13][C:12]([CH2:15][C:16](=[O:18])[CH3:17])=[CH:11][CH:10]=2)=[CH:6][CH:5]=1.[OH2:23]>C(OC(=O)C)(=O)C>[F:1][C:2]([F:21])([F:22])[O:3][C:4]1[CH:5]=[CH:6][C:7]([O:8][C:9]2[CH:14]=[CH:13][C:12]([C:15]3[C:6](=[O:23])[CH:5]=[C:4]([CH3:20])[O:18][C:16]=3[CH3:17])=[CH:11][CH:10]=2)=[CH:19][CH:20]=1. Procedure details: To a vigorously stirred mixture of polyphosphoric acid (60 g) and acetic anhydride (26 ml) at 90° was added over 15 min a solution of 4-(4-trifluoromethoxyphenoxy) phenylpropan-2-one (9.3 g) in acetic anhydride (30 ml). The mixture was stirred for a further 30 min at 90° then poured into water (1 liter) and extracted with toluene (2×500 ml). The combined extracts were washed with water then satd. aq. sodium bicarbonate and dried over magnesium sulphate. Concentration in vacuo gave an orange oil ...